This data is from the Open Reaction Database (ORD), a public repository of structured organic reaction records. The task is: describe an organic reaction: reactants, conditions, products, and yield Reactants: ClC1=NC2=CC(=CC=C2C=C1C(C)O)F (1-(2-Chloro-7-fluoroquinolin-3-yl)ethanol). Reagents/catalysts: O=[Mn]=O (MnO2). Run in C1(=CC=CC=C1)C (Toluene). The product is ClC1=NC2=CC(=CC=C2C=C1C(C)=O)F (1-(2-chloro-7-fluoroquinolin-3-yl)ethanone). Isolated yield 81.5%. As a reaction SMILES: [Cl:1][C:2]1[C:11]([CH:12]([OH:14])[CH3:13])=[CH:10][C:9]2[C:4](=[CH:5][C:6]([F:15])=[CH:7][CH:8]=2)[N:3]=1>O=[Mn]=O.C1(C)C=CC=CC=1>[Cl:1][C:2]1[C:11]([C:12](=[O:14])[CH3:13])=[CH:10][C:9]2[C:4](=[CH:5][C:6]([F:15])=[CH:7][CH:8]=2)[N:3]=1. Procedure details: 1-(2-Chloro-7-fluoroquinolin-3-yl)ethanol (7.7 g, 34 mmol), MnO2 (30 g, 10 eq) and Toluene (200 mL) were heated to reflux for 2 h. LC-MS showed completion of the reaction. Filtration followed with removal of solvent gave an off-white solid of 1-(2-chloro-7-fluoroquinolin-3-yl)ethanone (6.2 g, 81%). Mass Spectrum (ESI) m/e=224 (M+1). Reactants: COC1=CC=C(C=C1)C(CC1=CC=C(C=C1)OC)=O (1,2-bis(4-methoxyphenyl)ethan-1-one), SeO2, CS(=O)C (DMSO). Reaction conditions: time 3 hour. The product is COC1=CC=C(C=C1)C(C(=O)C1=CC=C(C=C1)OC)=O (1,2-bis(4-methoxyphenyl)ethane-1,2-dione). Yield: 76.0%. Reaction SMILES: [CH3:1][O:2][C:3]1[CH:8]=[CH:7][C:6]([C:9](=[O:19])[CH2:10][C:11]2[CH:16]=[CH:15][C:14]([O:17][CH3:18])=[CH:13][CH:12]=2)=[CH:5][CH:4]=1.CS(C)=[O:22]>>[CH3:18][O:17][C:14]1[CH:15]=[CH:16][C:11]([C:10](=[O:22])[C:9]([C:6]2[CH:5]=[CH:4][C:3]([O:2][CH3:1])=[CH:8][CH:7]=2)=[O:19])=[CH:12][CH:13]=1. Procedure: To a solution of 1,2-bis(4-methoxyphenyl)ethan-1-one (1 g, 3.90 mmol) in DMSO (20 mL) was added SeO2 (1.76 g, 15.86 mmol) in several batches at 100° C. over 30 min, and then stirred for 3 hr at this temperature. The reaction was quenched by the addition of water (200 mL) and extracted with dichloromethane (3×50 mL), dried over magnesium sulfate and concentrated in vacuo to give a residue, which was purified by silica gel column chromatography (1%˜10% ethyl acetate in petroleum ether) to afford 1... The reactants are N[C@H]1[C@@H](C(OC2=C1C=C(C=C2)C#N)(C)C)O ((trans)-4-amino-3,4-dihydro-3-hydroxy-2,2-dimethyl-2H-1-benzopyran-6-carbonitrile), C1=CC=C(C=C1)OC(=NC#N)OC2=CC=CC=C2 (diphenylcyanocarbonimidate). Run in C(C)(C)O (isopropanol). Reaction conditions: time 16 hour. Yields the product C(#N)N=C(OC1=CC=CC=C1)N[C@H]1[C@@H](C(OC2=C1C=C(C=C2)C#N)(C)C)O ((trans)-4-[[(Cyanoimino)phenoxymethyl]amino]-3,4-dihydro-3-hydroxy-2,2-dimethyl-2H-1-benzopyran-6-carbonitrile). Yield: 50.4%. Reaction SMILES: [NH2:1][C@@H:2]1[C:7]2[CH:8]=[C:9]([C:12]#[N:13])[CH:10]=[CH:11][C:6]=2[O:5][C:4]([CH3:15])([CH3:14])[C@H:3]1[OH:16].[CH:17]1[CH:22]=[CH:21][C:20]([O:23][C:24](OC2C=CC=CC=2)=[N:25][C:26]#[N:27])=[CH:19][CH:18]=1>C(O)(C)C>[C:26]([N:25]=[C:24]([NH:1][C@@H:2]1[C:7]2[CH:8]=[C:9]([C:12]#[N:13])[CH:10]=[CH:11][C:6]=2[O:5][C:4]([CH3:14])([CH3:15])[C@H:3]1[OH:16])[O:23][C:20]1[CH:21]=[CH:22][CH:17]=[CH:18][CH:19]=1)#[N:27]. Reported procedure: To a solution of (trans)-4-amino-3,4-dihydro-3-hydroxy-2,2-dimethyl-2H-1-benzopyran-6-carbonitrile (prepared according to Evans et al., J. Med. Chem., 1983, 26, 1582 and J. Med. Chem., 1986, 29, 2194) (5.0 g, 23 mmol) in isopropanol (50 mL), diphenylcyanocarbonimidate (5.5 g, 25 mmol) was added at room temperature and the reaction mixture was allowed to stir at room temperature for 16 hours. Most of the isopropanol was evaporated and the residue was dissolved in ethyl acetate. The resulting solu...